This data is from the Open Reaction Database (ORD), a public repository of structured organic reaction records. The task is: describe an organic reaction: reactants, conditions, products, and yield Starting materials: O=C1OC2(CCN(C(=O)C3(c4ccc(Br)cc4F)CC3)C2)c2ccccc21, O=C([O-])[O-], Cc1ccccc1, CN(C)C=O, NC1CCCCC1N, [Cu]I, [K+], [K+], O=C1CCCN1. Yields the product O=C1OC2(CCN(C(=O)C3(c4ccc(N5CCCC5=O)cc4F)CC3)C2)c2ccccc21. As a reaction SMILES: [Br:1][c:2]1[cH:3][c:4]([F:27])[c:5]([C:8]2([C:11](=[O:12])[N:13]3[CH2:14][C:15]4([O:16][C:17](=[O:24])[c:18]5[c:19]4[cH:20][cH:21][cH:22][cH:23]5)[CH2:25][CH2:26]3)[CH2:9][CH2:10]2)[cH:6][cH:7]1.[C:42](=[O:43])([O-:44])[O-:45].[CH3:48][c:49]1[cH:50][cH:51][cH:52][cH:53][cH:54]1.[CH3:55][N:56]([CH3:57])[CH:58]=[O:59].[CH:34]1([NH2:35])[CH2:36][CH2:37][CH2:38][CH2:39][CH:40]1[NH2:41].[Cu:60][I:61].[K+:46].[K+:47].[NH:28]1[C:29](=[O:33])[CH2:30][CH2:31][CH2:32]1>>[c:2]1([N:28]2[C:29](=[O:33])[CH2:30][CH2:31][CH2:32]2)[cH:3][c:4]([F:27])[c:5]([C:8]2([C:11](=[O:12])[N:13]3[CH2:14][C:15]4([O:16][C:17](=[O:24])[c:18]5[c:19]4[cH:20][cH:21][cH:22][cH:23]5)[CH2:25][CH2:26]3)[CH2:9][CH2:10]2)[cH:6][cH:7]1. The reactants are CCN(C(C)C)C(C)C (DIEA), Cl.CN(CCCN=C=NCC)C (1-[3-(Dimethylamino)propyl]-3-ethylcarbodiimide hydrochloride), COC1=CC=C(C=C1)N1N=C(C2=C1C(N(CC2)C2=CC=C(C=C2)C2(CC2)C(=O)O)=O)C(F)(F)F (1-{4-[1-(4-Methoxy-phenyl)-7-oxo-3-trifluoromethyl-1,4,5,7-tetrahydro-pyrazolo[3,4-c]pyridin-6-yl]-phenyl}cyclopropane carboxylic acid), Cl.CNOC (N,O-dimethylhydroxylamine hydrochloride). The solvent is CN(C)C=O (DMF), CCOC(=O)C (EtOAc). Run at time 12 hour. Product: CON(C(=O)C1(CC1)C1=CC=C(C=C1)N1C(C2=C(CC1)C(=NN2C2=CC=C(C=C2)OC)C(F)(F)F)=O)C (1-{4-[1-(4-Methoxy-phenyl)-7-oxo-3-trifluoromethyl-1,4,5,7-tetrahydro-pyrazolo[3,4-c]pyridin-6-yl]-phenyl}-cyclopropanecarboxylic acid methoxy-methyl-amide). As a reaction SMILES: [CH3:1][O:2][C:3]1[CH:8]=[CH:7][C:6]([N:9]2[C:13]3[C:14](=[O:30])[N:15]([C:18]4[CH:23]=[CH:22][C:21]([C:24]5([C:27](O)=[O:28])[CH2:26][CH2:25]5)=[CH:20][CH:19]=4)[CH2:16][CH2:17][C:12]=3[C:11]([C:31]([F:34])([F:33])[F:32])=[N:10]2)=[CH:5][CH:4]=1.Cl.[CH3:36][NH:37][O:38][CH3:39].CCN(C(C)C)C(C)C.Cl.CN(C)CCCN=C=NCC>CN(C=O)C.CCOC(C)=O>[CH3:39][O:38][N:37]([CH3:36])[C:27]([C:24]1([C:21]2[CH:20]=[CH:19][C:18]([N:15]3[CH2:16][CH2:17][C:12]4[C:11]([C:31]([F:34])([F:33])[F:32])=[N:10][N:9]([C:6]5[CH:5]=[CH:4][C:3]([O:2][CH3:1])=[CH:8][CH:7]=5)[C:13]=4[C:14]3=[O:30])=[CH:23][CH:22]=2)[CH2:26][CH2:25]1)=[O:28] |f:1.2,4.5|. Procedure details: 1-{4-[1-(4-Methoxy-phenyl)-7-oxo-3-trifluoromethyl-1,4,5,7-tetrahydro-pyrazolo[3,4-c]pyridin-6-yl]-phenyl}cyclopropane carboxylic acid (1.12 g, 2.37 mmol) and N,O-dimethylhydroxylamine hydrochloride (0.255 g, 2.61 mmol) were dissolved in DMF (20.0 mL) and DIEA (2.0 mL, 11.5 mmol) was added dropwise. 1-[3-(Dimethylamino)propyl]-3-ethylcarbodiimide hydrochloride (0.54 g, 2.8 mmol) was added and the reaction was allowed to proceed under nitrogen at rt for 12 h. The reaction was diluted with EtOAc, ... Starting materials: COc1ccc(-c2c(C)noc2-c2cc(Br)c(OCc3ccccc3)cc2OCc2ccccc2)cc1, CCCCCC, CCOC(C)=O, [K+], [K+], [K+], C1COCCO1, O=P([O-])([O-])[O-], OB(O)c1ccccc1, c1ccc(P(c2ccccc2)(c2ccccc2)[Pd](P(c2ccccc2)(c2ccccc2)c2ccccc2)(P(c2ccccc2)(c2ccccc2)c2ccccc2)P(c2ccccc2)(c2ccccc2)c2ccccc2)cc1. Yields the product COc1ccc(-c2c(C)noc2-c2cc(-c3ccccc3)c(OCc3ccccc3)cc2OCc2ccccc2)cc1. RXN SMILES: [CH2:9]([c:10]1[cH:11][cH:12][cH:13][cH:14][cH:15]1)[O:16][c:17]1[c:18](-[c:32]2[c:33](-[c:38]3[cH:39][cH:40][c:41]([O:44][CH3:45])[cH:42][cH:43]3)[c:34]([CH3:37])[n:35][o:36]2)[cH:19][c:20]([Br:31])[c:21]([O:23][CH2:24][c:25]2[cH:26][cH:27][cH:28][cH:29][cH:30]2)[cH:22]1.[CH3:138][CH2:139][CH2:140][CH2:141][CH2:142][CH3:143].[CH3:144][CH2:145][O:146][C:147](=[O:148])[CH3:149].[K+:6].[K+:7].[K+:8].[O:55]1[CH2:56][CH2:57][O:58][CH2:59][CH2:60]1.[P:1]([O-:2])([O-:3])([O-:4])=[O:5].[c:46]1([B:52]([OH:53])[OH:54])[cH:47][cH:48][cH:49][cH:50][cH:51]1.[cH:61]1[cH:62][cH:63][c:64]([P:65]([Pd:66]([P:67]([c:68]2[cH:69][cH:70][cH:71][cH:72][cH:73]2)([c:74]2[cH:75][cH:76][cH:77][cH:78][cH:79]2)[c:80]2[cH:81][cH:82][cH:83][cH:84][cH:85]2)([P:86]([c:87]2[cH:88][cH:89][cH:90][cH:91][cH:92]2)([c:93]2[cH:94][cH:95][cH:96][cH:97][cH:98]2)[c:99]2[cH:100][cH:101][cH:102][cH:103][cH:104]2)[P:105]([c:106]2[cH:107][cH:108][cH:109][cH:110][cH:111]2)([c:112]2[cH:113][cH:114][cH:115][cH:116][cH:117]2)[c:118]2[cH:119][cH:120][cH:121][cH:122][cH:123]2)([c:124]2[cH:125][cH:126][cH:127][cH:128][cH:129]2)[c:130]2[cH:131][cH:132][cH:133][cH:134][cH:135]2)[cH:136][cH:137]1>>[CH2:9]([c:10]1[cH:11][cH:12][cH:13][cH:14][cH:15]1)[O:16][c:17]1[c:18](-[c:32]2[c:33](-[c:38]3[cH:39][cH:40][c:41]([O:44][CH3:45])[cH:42][cH:43]3)[c:34]([CH3:37])[n:35][o:36]2)[cH:19][c:20](-[c:46]2[cH:47][cH:48][cH:49][cH:50][cH:51]2)[c:21]([O:23][CH2:24][c:25]2[cH:26][cH:27][cH:28][cH:29][cH:30]2)[cH:22]1. Reactants: ClCC(=O)N1C2=C(NC(C3=C1C=CC=C3)=O)C=CC=C2 (5-(chloroacetyl)-5,10-dihydro-11H-dibenzo[b,e][1,4]diazepin-11-one), CN(CCC1NCCCC1)C (2-[2-(dimethylamino)ethyl]piperidine). The solvent is C(C)#N (acetonitrile). The product is CN(CCC1N(CCCC1)CC(=O)N1C2=C(NC(C3=C1C=CC=C3)=O)C=CC=C2)C (5,10-Dihydro-5-[[2-[2-(dimethylamino)ethyl]-1-piperidinyl]-acetyl]-11H-dibenzo[b,e][1,4]diazepin-11-one). RXN SMILES: Cl[CH2:2][C:3]([N:5]1[C:11]2[CH:12]=[CH:13][CH:14]=[CH:15][C:10]=2[C:9](=[O:16])[NH:8][C:7]2[CH:17]=[CH:18][CH:19]=[CH:20][C:6]1=2)=[O:4].[CH3:21][N:22]([CH3:31])[CH2:23][CH2:24][CH:25]1[CH2:30][CH2:29][CH2:28][CH2:27][NH:26]1>C(#N)C>[CH3:31][N:22]([CH3:21])[CH2:23][CH2:24][CH:25]1[CH2:30][CH2:29][CH2:28][CH2:27][N:26]1[CH2:2][C:3]([N:5]1[C:11]2[CH:12]=[CH:13][CH:14]=[CH:15][C:10]=2[C:9](=[O:16])[NH:8][C:7]2[CH:17]=[CH:18][CH:19]=[CH:20][C:6]1=2)=[O:4]. Reported procedure: The title compound is prepared analogously to Example 2 from 5-(chloroacetyl)-5,10-dihydro-11H-dibenzo[b,e][1,4]diazepin-11-one and 2-[2-(dimethylamino)ethyl]piperidine to give colorless crystals, mp. 155°-157° C. (acetonitrile). Starting materials: FC1=C(C(=CC(=C1)F)I)O (2,4-difluoro-6-iodophenol), BrCCCBr (1,3-dibromopropane), C([O-])([O-])=O.[K+].[K+] (potassium carbonate). The solvent is CC(=O)C (acetone). Product: FC1=C(OCCCOC2=C(C=C(C=C2I)F)F)C(=CC(=C1)F)I (1,3-bis(2,4-difluoro-6-iodophenoxy)propane). Reaction SMILES: [F:1][C:2]1[CH:7]=[C:6]([F:8])[CH:5]=[C:4]([I:9])[C:3]=1[OH:10].Br[CH2:12][CH2:13][CH2:14]Br.[C:16](=[O:19])([O-])[O-].[K+].[K+]>CC(C)=O>[F:1][C:2]1[CH:7]=[C:6]([F:8])[CH:5]=[C:4]([I:9])[C:3]=1[O:10][CH2:12][CH2:13][CH2:14][O:19][C:16]1[C:4]([I:9])=[CH:3][C:2]([F:1])=[CH:7][C:6]=1[F:8] |f:2.3.4|. Procedure details: To a solution of 7.68 g (30 mmol) of 2,4-difluoro-6-iodophenol (P7), Preparation 7 and 3.03 g (15 mmol) of 1,3-dibromopropane in 125 mL of acetone add 12.42 g (90 mmol) of potassium carbonate. Reflux the resulting reaction mixture for 48 hours. Cool the reaction mixture to room temperature, filter it, and extract the resulting filtrate thoroughly with methylene chloride. Combine methylene chloride extracts and concentrate them by rotary evaporation. Crystallize the resulting solid from hexanes t... Reactants: NC=1SC=C(N1)C(C(=O)OCC)=NOCC#C (ethyl 2-(2-aminothiazol-4-yl)-2-propargyloxyiminoacetate), CO (methanol), aqueous solution, [OH-].[Na+] (sodium hydroxide). Solvent: O1CCCC1 (tetrahydrofuran). Reaction conditions: temperature 30 celsius, time 5 hour. Product: NC=1SC=C(N1)C(C(=O)O)=NOCC#C (2-(2-aminothiazol-4-yl)-2-propargyloxyiminoacetic acid). Isolated yield 77.3%. RXN SMILES: [NH2:1][C:2]1[S:3][CH:4]=[C:5]([C:7](=[N:13][O:14][CH2:15][C:16]#[CH:17])[C:8]([O:10]CC)=[O:9])[N:6]=1.CO.[OH-].[Na+]>O1CCCC1>[NH2:1][C:2]1[S:3][CH:4]=[C:5]([C:7](=[N:13][O:14][CH2:15][C:16]#[CH:17])[C:8]([OH:10])=[O:9])[N:6]=1 |f:2.3|. Procedure details: A mixture of ethyl 2-(2-aminothiazol-4-yl)-2-propargyloxyiminoacetate (syn isomer, 2.8 g.), methanol (23 ml.), tetrahydrofuran (20 ml.) and 1 N aqueous solution of sodium hydroxide (22.17 ml.) was stirred at 30° C. for 5 hrs. The reaction mixture was treated in a conventional manner to give 2-(2-aminothiazol-4-yl)-2-propargyloxyiminoacetic acid (syn isomer, 1.924 g.).